The task is: describe an organic reaction: reactants, conditions, products, and yield. This data is from the Open Reaction Database (ORD), a public repository of structured organic reaction records. Reactants: C(C)(C)(C)OC(=O)N1CC2=CC=C(C=C2CC1)C(=O)O (3,4-dihydro-1H-isoquinoline-2,6-dicarboxylic acid 2-tert-butyl ester), CONC (O,N-dimethyl-hydroxylamine), CN1CCOCC1 (4-methyl-morpholine), O.[Cl-].COC1=NC(=NC(=N1)OC)[N+]1(CCOCC1)C (4-(4,6-dimethoxy-1,3,5-triazin-2-yl)-4-methyl-morpholin-4-ium chloride hydrate). The solvent is CO (MeOH). Yields the product C(C)(C)(C)OC(=O)N1CC2=CC=C(C=C2CC1)C(N(C)OC)=O (6-(Methoxy-methyl-carbamoyl)-3,4-dihydro-1H-isoquinoline-2-carboxylic Acid Tert-Butyl Ester). Reaction SMILES: [C:1]([O:5][C:6]([N:8]1[CH2:17][CH2:16][C:15]2[C:10](=[CH:11][CH:12]=[C:13]([C:18](O)=[O:19])[CH:14]=2)[CH2:9]1)=[O:7])([CH3:4])([CH3:3])[CH3:2].[CH3:21][O:22][NH:23][CH3:24].CN1CCOCC1.O.[Cl-].COC1N=C(OC)N=C([N+]2(C)CCOCC2)N=1>CO>[C:1]([O:5][C:6]([N:8]1[CH2:17][CH2:16][C:15]2[C:10](=[CH:11][CH:12]=[C:13]([C:18](=[O:19])[N:23]([O:22][CH3:21])[CH3:24])[CH:14]=2)[CH2:9]1)=[O:7])([CH3:3])([CH3:2])[CH3:4] |f:3.4.5|. Procedure details: To 2.00 g (7.21 mmol) 3,4-dihydro-1H-isoquinoline-2,6-dicarboxylic acid 2-tert-butyl ester in 70 mL MeOH is added at RT 844 mg (8.65 mmol) O,N-dimethyl-hydroxylamine and 1.59 mL (14.4 mmol) 4-methyl-morpholine. The mixture is stirred at RT and then 2.10 g (7.57 mmol) 4-(4,6-dimethoxy-1,3,5-triazin-2-yl)-4-methyl-morpholin-4-ium chloride hydrate is added and the mixture is stirred overnight at RT. The residue is directly purified via reverse HPLC chromatography (Waters XBridge, C18; water (0.3% N...